This data is from the Open Reaction Database (ORD), a public repository of structured organic reaction records. The task is: describe an organic reaction: reactants, conditions, products, and yield Reactants: S(O)(O)(=O)=O (sulfuric acid), C(Cl)Cl (methylene chloride), C([O-])(O)=O.[Na+] (sodium bicarbonate), O=[Cr](=O)=O.C1=NC=CC=C1.C2=NC=CC=C2 (Collins reagent), C(Cl)Cl (methylene chloride), [Cl-].[Na+].O (brine). Solvent: CCOCC (ether). Reaction conditions: time 30 minute. Product: C(=O)[C@@H]1[C@H]2CC(O[C@H]2C[C@H]1C)=O ((1S,5R,6S,7R)-6-Formyl-7-methyl-2-oxabicyclo[3,3,0]octan-3-one). As a reaction SMILES: C(Cl)Cl.O=[Cr](=O)=O.[CH:8]1[CH:13]=[CH:12][CH:11]=[CH:10]N=1.C1C=[CH:18][CH:17]=[CH:16]N=1.[C:20](=[O:23])(O)[O-].[Na+].S(=O)(=O)(O)[OH:26].[Cl-].[Na+].[OH2:32]>CCOCC>[CH:10]([C@H:11]1[C@H:17]([CH3:18])[CH2:16][C@H:20]2[C@@H:12]1[CH2:13][C:8](=[O:26])[O:23]2)=[O:32] |f:1.2.3,4.5,7.8.9|. Reported procedure: At 5°, a solution of 15 g. of the compound prepared according to Example 1(c) in 500 ml. of absolute methylene chloride is added to a solution of 136 g. of freshly prepared Collins reagent in 1 l. of absolute methylene chloride. The mixture is agitated for 30 minutes, combined with 2.5 l. of ether, and shaken in succession four times with respectively 150 ml. of 4% sodium bicarbonate solution, twice with respectively 175 ml. of 10% sulfuric acid, and four times with respectively 150 ml. of brine...